From a dataset of the Open Reaction Database (ORD), a public repository of structured organic reaction records. describe an organic reaction: reactants, conditions, products, and yield Starting materials: FC1=CC(=C(C=C1C(C)C)C1=C(C=C2C(CCC2=C1)(C)O)C(=O)OC)OC (methyl 6-(4-fluoro-5-isopropyl-2-methoxyphenyl)-3-hydroxy-3-methylindane-5-carboxylate), CC=1C=CC(=CC1)S(=O)(=O)O (TsOH). Run in CCOC(=O)C (EtOAc), C1(=CC=CC=C1)C (toluene). Run at temperature 80 celsius. Product: FC1=CC(=C(C=C1C(C)C)C1=C(C=C2C(=CCC2=C1)C)C(=O)OC)OC (methyl 6-(4-fluoro-5-isopropyl-2-methoxyphenyl)-3-methyl-1H-indene-5-carboxylate). RXN SMILES: [F:1][C:2]1[C:7]([CH:8]([CH3:10])[CH3:9])=[CH:6][C:5]([C:11]2[CH:19]=[C:18]3[C:14]([C:15](O)([CH3:20])[CH2:16][CH2:17]3)=[CH:13][C:12]=2[C:22]([O:24][CH3:25])=[O:23])=[C:4]([O:26][CH3:27])[CH:3]=1.CC1C=CC(S(O)(=O)=O)=CC=1>C1(C)C=CC=CC=1.CCOC(C)=O>[F:1][C:2]1[C:7]([CH:8]([CH3:10])[CH3:9])=[CH:6][C:5]([C:11]2[CH:19]=[C:18]3[C:14]([C:15]([CH3:20])=[CH:16][CH2:17]3)=[CH:13][C:12]=2[C:22]([O:24][CH3:25])=[O:23])=[C:4]([O:26][CH3:27])[CH:3]=1. Procedure: To a solution of methyl 6-(4-fluoro-5-isopropyl-2-methoxyphenyl)-3-hydroxy-3-methylindane-5-carboxylate (22.6 mg, 0.061 mmol) in toluene (1 mL) at room temperature was added TsOH (5.8 mg, 0.030 mmol). The reaction mixture was heated at 80° C. for 1.5 h. The reaction mixture was diluted with EtOAc. The organic layer was washed consecutively with sat. aq. NaHCO3 (1×) and brine (1×), dried (Na2SO4), filtered and concentrated in vacuo to give methyl 6-(4-fluoro-5-isopropyl-2-methoxyphenyl)-3-methyl-...